describe an organic reaction: reactants, conditions, products, and yield From a dataset of the Open Reaction Database (ORD), a public repository of structured organic reaction records. Yields the product CC(C)n1ccnc1-c1cn2c(n1)-c1cnccc1OCC2. Starting materials: CC(=O)O, CCO, CC(C)n1ccnc1-c1cn2c(n1)-c1cnc(Cl)cc1OCC2, [OH-], [OH-], [Pd+2]. Reaction SMILES: [CH3:24][C:25](=[O:26])[OH:27].[CH3:28][CH2:29][OH:30].[Cl:1][c:2]1[cH:3][c:4]2[c:5]([cH:22][n:23]1)-[c:6]1[n:7]([cH:11][c:12](-[c:14]3[n:15]([CH:19]([CH3:20])[CH3:21])[cH:16][cH:17][n:18]3)[n:13]1)[CH2:8][CH2:9][O:10]2.[OH-:31].[OH-:33].[Pd+2:32]>>[cH:2]1[cH:3][c:4]2[c:5]([cH:22][n:23]1)-[c:6]1[n:7]([cH:11][c:12](-[c:14]3[n:15]([CH:19]([CH3:20])[CH3:21])[cH:16][cH:17][n:18]3)[n:13]1)[CH2:8][CH2:9][O:10]2. Starting materials: CCOC(=O)Cc1ccc(-c2nc(COc3ccc(COc4nn(-c5ccccc5)cc4C=Cc4coc(C(C)(C)C)n4)cc3OC)c(C)o2)cc1, CCO, Cl, [Na+], C1CCOC1, [OH-]. The product is COc1cc(COc2nn(-c3ccccc3)cc2C=Cc2coc(C(C)(C)C)n2)ccc1OCc1nc(-c2ccc(CC(=O)O)cc2)oc1C. Reaction SMILES: [C:1]([CH3:2])([CH3:3])([CH3:4])[c:5]1[o:6][cH:7][c:8]([CH:10]=[CH:11][c:12]2[c:13]([O:23][CH2:24][c:25]3[cH:26][c:27]([O:51][CH3:52])[c:28]([O:29][CH2:30][c:31]4[n:32][c:33](-[c:37]5[cH:38][cH:39][c:40]([CH2:43][C:44](=[O:45])[O:46][CH2:47][CH3:48])[cH:41][cH:42]5)[o:34][c:35]4[CH3:36])[cH:49][cH:50]3)[n:14][n:15](-[c:17]3[cH:18][cH:19][cH:20][cH:21][cH:22]3)[cH:16]2)[n:9]1.[CH3:61][CH2:62][OH:63].[ClH:60].[Na+:59].[O:53]1[CH2:54][CH2:55][CH2:56][CH2:57]1.[OH-:58]>>[C:1]([CH3:2])([CH3:3])([CH3:4])[c:5]1[o:6][cH:7][c:8]([CH:10]=[CH:11][c:12]2[c:13]([O:23][CH2:24][c:25]3[cH:26][c:27]([O:51][CH3:52])[c:28]([O:29][CH2:30][c:31]4[n:32][c:33](-[c:37]5[cH:38][cH:39][c:40]([CH2:43][C:44](=[O:45])[OH:46])[cH:41][cH:42]5)[o:34][c:35]4[CH3:36])[cH:49][cH:50]3)[n:14][n:15](-[c:17]3[cH:18][cH:19][cH:20][cH:21][cH:22]3)[cH:16]2)[n:9]1. Yield: 23.0%. Yields the product O.NC1=CC(=C(C(=O)N[C@@H]2[C@@H](CN(CC2)CCCCNC2=NC=CC=C2C#N)OC)C=C1Cl)OC (cis-4-amino-5-chloro-N-[1-[4-[(3-cyano-2-pyrdinyl)amino]butyl]-3-methoxy-4-piperidinyl]-2-methoxybenzamide monohydrate). Reaction conditions: temperature 70 celsius, time 24 hour. The reactants are NC1=CC(=C(C(=O)N[C@@H]2[C@@H](CN(CC2)CCCCN)OC)C=C1Cl)OC (cis-4-amino-N-[1-(4-aminobutyl)-3-methoxy-4-piperidinyl]-5-chloro-2-methoxybenzamide), ClC1=NC=CC=C1C#N (2-chloro-3-pyridinecarbonitrile), C([O-])([O-])=O.[Na+].[Na+] (sodium carbonate). Procedure details: A mixture of 3.78 parts of cis-4-amino-N-[1-(4-aminobutyl)-3-methoxy-4-piperidinyl]-5-chloro-2-methoxybenzamide, 1.66 parts of 2-chloro-3-pyridinecarbonitrile, 1.58 parts of sodium carbonate and 90 parts of N,N-dimethylformamide was stirred for 24 hours at 70° C. The reaction mixture was evaporated. The residue was taken up in water and the product was extracted twice with dichloromethane. The combined extracts were washed with water, dried, filtered and evaporated. The residue was purified by c... As a reaction SMILES: [NH2:1][C:2]1[C:23]([Cl:24])=[CH:22][C:5]([C:6]([NH:8][C@H:9]2[CH2:14][CH2:13][N:12]([CH2:15][CH2:16][CH2:17][CH2:18][NH2:19])[CH2:11][C@H:10]2[O:20][CH3:21])=[O:7])=[C:4]([O:25][CH3:26])[CH:3]=1.Cl[C:28]1[C:33]([C:34]#[N:35])=[CH:32][CH:31]=[CH:30][N:29]=1.C(=O)([O-])[O-].[Na+].[Na+]>CN(C)C=O>[OH2:7].[NH2:1][C:2]1[C:23]([Cl:24])=[CH:22][C:5]([C:6]([NH:8][C@H:9]2[CH2:14][CH2:13][N:12]([CH2:15][CH2:16][CH2:17][CH2:18][NH:19][C:28]3[C:33]([C:34]#[N:35])=[CH:32][CH:31]=[CH:30][N:29]=3)[CH2:11][C@H:10]2[O:20][CH3:21])=[O:7])=[C:4]([O:25][CH3:26])[CH:3]=1 |f:2.3.4,6.7|. Run in CN(C=O)C (N,N-dimethylformamide). The reactants are Oc1ccc(Br)cc1F, [Li]CCCC, C1CCOC1, CCCC[N+](CCCC)(CCCC)CCCC, C[Si](C)(C)Cl, Cl, [F-], O. The product is C[Si](C)(C)c1ccc(O)c(F)c1. As a reaction SMILES: [Br:1][c:2]1[cH:3][c:4]([F:9])[c:5]([OH:8])[cH:6][cH:7]1.[CH2:10]([Li:11])[CH2:12][CH2:13][CH3:14].[CH2:39]1[O:40][CH2:41][CH2:42][CH2:43]1.[CH3:22][CH2:23][CH2:24][CH2:25][N+:26]([CH2:27][CH2:28][CH2:29][CH3:30])([CH2:31][CH2:32][CH2:33][CH3:34])[CH2:35][CH2:36][CH2:37][CH3:38].[Cl:15][Si:16]([CH3:17])([CH3:18])[CH3:19].[ClH:20].[F-:21].[OH2:44]>>[c:2]1([Si:16]([CH3:17])([CH3:18])[CH3:19])[cH:3][c:4]([F:9])[c:5]([OH:8])[cH:6][cH:7]1. Starting materials: Cn1nnnc1C(=NOCc1cccc(Br)n1)c1ccccc1, O=C([O-])[O-], CCCCCS, CN1CCCC1=O, [Cs+], [Cs+], [Na+], [Na+], [Na+], O=C([O-])O, O=S([O-])([O-])=S. Product: CCCCCSc1cccc(CON=C(c2ccccc2)c2nnnn2C)n1. RXN SMILES: [Br:1][c:2]1[cH:3][cH:4][cH:5][c:6]([CH2:8][O:9][N:10]=[C:11]([c:12]2[cH:13][cH:14][cH:15][cH:16][cH:17]2)[c:18]2[n:19][n:20][n:21][n:22]2[CH3:23])[n:7]1.[C:30](=[O:31])([O-:32])[O-:33].[CH2:24]([CH2:25][CH2:26][CH2:27][CH3:28])[SH:29].[CH3:48][N:49]1[CH2:50][CH2:51][CH2:52][C:53]1=[O:54].[Cs+:34].[Cs+:35].[Na+:40].[Na+:41].[Na+:42].[O-:36][C:37]([OH:38])=[O:39].[O-:43][S:44]([O-:45])(=[S:46])=[O:47]>>[c:2]1([S:29][CH2:24][CH2:25][CH2:26][CH2:27][CH3:28])[cH:3][cH:4][cH:5][c:6]([CH2:8][O:9][N:10]=[C:11]([c:12]2[cH:13][cH:14][cH:15][cH:16][cH:17]2)[c:18]2[n:19][n:20][n:21][n:22]2[CH3:23])[n:7]1. Reactants: C1(CCCCC1)O (Cyclohexanol), zeolite, C1=CC(=CC=C1O)C (p-cresol), C1=CC(=CC=C1O)C (p-cresol), C1(CCCCC1)O (cyclohexanol). RXN SMILES: [CH:1]1[C:6]([OH:7])=[CH:5][CH:4]=[C:3]([CH3:8])[CH:2]=1.[CH:9]1(O)[CH2:14][CH2:13][CH2:12][CH2:11][CH2:10]1>O>[CH3:8][C:3]1[CH:4]=[CH:5][C:6]([OH:7])=[C:1]([CH:9]2[CH2:14][CH2:13][CH2:12][CH2:11][CH2:10]2)[CH:2]=1. The product is CC1=CC(=C(C=C1)O)C1CCCCC1 (4-methyl-2-cyclohexylphenol). Procedure: To carry out the process, a mixture of zeolite and p-cresol is for example heated to the desired reaction temperature with stirring. Cyclohexanol is then added in accordance with the amount of evolved water. In the case of a reaction batch of 2-4 moles of p-cresol, this generally requires a period of 3-6 hours. After all the cyclohexanol has been added, the reaction mixture is stirred at the reaction temperature for a further 2-4 hours. The 4-methyl-2-cyclohexylphenol can then be isolated from t... Solvent: O (water). Starting materials: C(C)(=O)OCC1(CCCCC1)COC1=C(C(=CC=C1)N)C#N ((1-((3-amino-2-cyanophenoxy)methyl)cyclohexyl)-methyl acetate), O=C(CC(=O)OCC)C (ethyl 3-oxobutanoate). Product: NC1=C(C(=NC2=CC=CC(=C12)OCC1(CCCCC1)CO)C)C(=O)OCC (ethyl 4-amino-5-((1-(hydroxymethyl)cyclohexyl)methoxy)-2-methyl-quinoline-3-carboxylate). Reaction SMILES: C([O:4][CH2:5][C:6]1([CH2:12][O:13][C:14]2[CH:19]=[CH:18][CH:17]=[C:16]([NH2:20])[C:15]=2[C:21]#[N:22])[CH2:11][CH2:10][CH2:9][CH2:8][CH2:7]1)(=O)C.O=[C:24]([CH3:31])[CH2:25][C:26]([O:28][CH2:29][CH3:30])=[O:27]>>[NH2:22][C:21]1[C:15]2[C:16](=[CH:17][CH:18]=[CH:19][C:14]=2[O:13][CH2:12][C:6]2([CH2:5][OH:4])[CH2:7][CH2:8][CH2:9][CH2:10][CH2:11]2)[N:20]=[C:24]([CH3:31])[C:25]=1[C:26]([O:28][CH2:29][CH3:30])=[O:27]. Reported procedure: Prepared as in Example 2a from (1-((3-amino-2-cyanophenoxy)methyl)cyclohexyl)-methyl acetate (Tachdjian, C. et al. PCT Int. Appl. 2008, WO 2008154221) and ethyl 3-oxobutanoate as an off-white solid (60%). MS 373 (MH+). Starting materials: O=C([O-])[O-], C1CNCCN1, CC(=O)[O-], Cl, O=C(Cl)c1ccc(F)cc1, [K+], [K+], [Na+], O. The product is O=C(c1ccc(F)cc1)N1CCNCC1. RXN SMILES: [C:23](=[O:24])([O-:25])[O-:26].[CH2:2]1[CH2:3][NH:4][CH2:5][CH2:6][NH:7]1.[CH3:19][C:20](=[O:21])[O-:22].[ClH:1].[F:8][c:9]1[cH:10][cH:11][c:12]([C:13](=[O:14])[Cl:15])[cH:16][cH:17]1.[K+:27].[K+:28].[Na+:18].[OH2:29]>>[CH2:2]1[CH2:3][N:4]([C:13]([c:12]2[cH:11][cH:10][c:9]([F:8])[cH:17][cH:16]2)=[O:14])[CH2:5][CH2:6][NH:7]1. Reactants: BrC1=CC(=CC=2N=C(OC21)C2=CC=C(C(=O)[O-])C=C2)C#N (4-(7-bromo-5-cyano-1,3-benzoxazol-2-yl)benzoate), BrC1=CC(=CC=2N=C(OC21)C2=CC=C(C(=O)[O-])C=C2)C#N (4-(7-bromo-5-cyano-1,3-benzoxazol-2-yl)benzoate), C1(=CC=CC=C1)C (toluene), C([O-])([O-])=O.[Na+].[Na+] (sodium carbonate), C(=C)(C)B(O)O (isopropenylboronic acid), C(=C)(C)B(O)O (isopropenylboronic acid), 5-L. Solvent: C(C)O (ethanol), O (water). Conditions: temperature 91 celsius, time 8 hour. Yields the product C(#N)C=1C=C(C2=C(N=C(O2)C2=CC=C(C(=O)OC)C=C2)C1)C(=C)C (Methyl 4-(5-cyano-7-isopropenyl-1,3-benzoxazol-2-yl)benzoate). As a reaction SMILES: Br[C:2]1[C:10]2[O:9][C:8]([C:11]3[CH:19]=[CH:18][C:14]([C:15]([O-:17])=[O:16])=[CH:13][CH:12]=3)=[N:7][C:6]=2[CH:5]=[C:4]([C:20]#[N:21])[CH:3]=1.[C:22]1(C)[CH:27]=CC=C[CH:23]=1.[C:29](=O)([O-])[O-].[Na+].[Na+].C(B(O)O)(C)=C>C(O)C.O>[C:20]([C:4]1[CH:3]=[C:2]([C:22]([CH3:27])=[CH2:23])[C:10]2[O:9][C:8]([C:11]3[CH:19]=[CH:18][C:14]([C:15]([O:17][CH3:29])=[O:16])=[CH:13][CH:12]=3)=[N:7][C:6]=2[CH:5]=1)#[N:21] |f:2.3.4|. Reported procedure: To a 5-L, 3-neck round-bottom flask fitted with a stirring paddle, a condenser blanketed with nitrogen, and a thermocouple, was added 4-(7-bromo-5-cyano-1,3-benzoxazol-2-yl)benzoate (55.5 g, INTERMEDIATE 1) toluene (2 L), water (375 ml), ethanol (150 ml), 2M aqueous sodium carbonate (250 ml), and isopropenylboronic acid (83.4 g, INTERMEDIATE 3). The mixture was purged with nitrogen three times and then tetrakis(triphenylphosphine)palladium(0) (9.1 g) was added, and the mixture was purged three t...